Dataset: the Open Reaction Database (ORD), a public repository of structured organic reaction records. Task: describe an organic reaction: reactants, conditions, products, and yield Procedure: A mixture of 7-hydrazino-4-oxo-2-(2-propoxyphenyl)-3,4-dihydropyrimido[4,5-d]pyrimidine (0.40 g) and silver oxide (0.32 g) in methanol (40 ml) was stirred at ambient temperature for 18 hours and at 45°-50° C. for 24 hours. The cooled reaction mixture was evaporated under reduced pressure and the residue was eluted from a silica column with chloroform. The combined fractions containing product were evaporated under reduced pressure to yield a white solid which together with another sample (27 mg)... The solvent is CO (methanol). The product is O=C1NC(=NC2=NC=NC=C21)C2=C(C=CC=C2)OCCC (4-Oxo 2-(2-propoxyphenyl)-3,4-dihydropyrimido[4,5-d]pyrimidine). Reagents/catalysts: [Ag]=O (silver oxide). Conditions: time 24 hour. As a reaction SMILES: N([C:3]1[N:8]=[C:7]2[N:9]=[C:10]([C:14]3[CH:19]=[CH:18][CH:17]=[CH:16][C:15]=3[O:20][CH2:21][CH2:22][CH3:23])[NH:11][C:12](=[O:13])[C:6]2=[CH:5][N:4]=1)N>CO.[Ag]=O>[O:13]=[C:12]1[C:6]2[C:7](=[N:8][CH:3]=[N:4][CH:5]=2)[N:9]=[C:10]([C:14]2[CH:19]=[CH:18][CH:17]=[CH:16][C:15]=2[O:20][CH2:21][CH2:22][CH3:23])[NH:11]1. The reactants are N(N)C1=NC=C2C(=N1)N=C(NC2=O)C2=C(C=CC=C2)OCCC (7-hydrazino-4-oxo-2-(2-propoxyphenyl)-3,4-dihydropyrimido[4,5-d]pyrimidine). Starting materials: FC1=C(C#N)C=CC=C1 (2-fluoro-benzonitrile), C(CC(=O)C)(=O)OCC (ethyl acetoacetate). Product: C(C)OC(C(C(C)=O)=C(C1=C(C=CC=C1)F)N)=O (2-[Amino-(2-fluoro-phenyl)-methylene]-3-oxo-butyric acid ethyl ester). Reaction SMILES: [F:1][C:2]1[CH:9]=[CH:8][CH:7]=[CH:6][C:3]=1[C:4]#[N:5].[C:10]([O:16][CH2:17][CH3:18])(=[O:15])[CH2:11][C:12]([CH3:14])=[O:13]>>[CH2:17]([O:16][C:10](=[O:15])[C:11](=[C:4]([NH2:5])[C:3]1[CH:6]=[CH:7][CH:8]=[CH:9][C:2]=1[F:1])[C:12](=[O:13])[CH3:14])[CH3:18]. Reported procedure: The title compound was synthesized in analogy to Example 1 from 2-fluoro-benzonitrile and ethyl acetoacetate: MS (m/z) 252.2 (M+1).